This data is from the Open Reaction Database (ORD), a public repository of structured organic reaction records. The task is: describe an organic reaction: reactants, conditions, products, and yield Reactants: N1C(=NC2=C1C=CC=C2)CC2=NC(=CC(N2)=O)N2CCOCC2 (2-(1H-benzimidazol-2-ylmethyl)-6-(morpholin-4-yl)pyrimidin-4(3H)-one), CC(=O)C (acetone). The solvent is ICC (iodoethane), [OH-].[Na+] (sodium hydroxide). Yields the product C(C)N1C(=NC2=C1C=CC=C2)CC2=NC(=CC(N2)=O)N2CCOCC2 (2-[(1-ethyl-1H-benzimidazol-2-yl)methyl]-6-(morpholin-4-yl)pyrimidin-4(3H)-one). Reaction SMILES: [NH:1]1[C:5]2[CH:6]=[CH:7][CH:8]=[CH:9][C:4]=2[N:3]=[C:2]1[CH2:10][C:11]1[NH:16][C:15](=[O:17])[CH:14]=[C:13]([N:18]2[CH2:23][CH2:22][O:21][CH2:20][CH2:19]2)[N:12]=1.[CH3:24][C:25](C)=O>[OH-].[Na+].ICC>[CH2:24]([N:1]1[C:5]2[CH:6]=[CH:7][CH:8]=[CH:9][C:4]=2[N:3]=[C:2]1[CH2:10][C:11]1[NH:16][C:15](=[O:17])[CH:14]=[C:13]([N:18]2[CH2:19][CH2:20][O:21][CH2:22][CH2:23]2)[N:12]=1)[CH3:25] |f:2.3|. Procedure: The product can be prepared as in stage 1 of Example 11, but using 155 mg of 2-(1H-benzimidazol-2-ylmethyl)-6-(morpholin-4-yl)pyrimidin-4(3H)-one in 15 ml of acetone, 0.375 ml of sodium hydroxide (2N) and 0.6 ml of iodoethane. After purification by silica column chromatography, eluent: CH2Cl2/MeOH: 95/05, 30 mg of 2-[(1-ethyl-1H-benzimidazol-2-yl)methyl]-6-(morpholin-4-yl)pyrimidin-4(3H)-one are obtained in the form of a beige powder, the characteristics of which are the following: Starting materials: O=C(OOC(=O)c1ccccc1)c1ccccc1, ClC(Cl)(Cl)Cl, CCOC(=O)c1cnc2sc(C)cn2c1=O, O=C1CCC(=O)N1Br. RXN SMILES: [C:25]([O:26][O:27][C:28](=[O:29])[c:30]1[cH:31][cH:32][cH:33][cH:34][cH:35]1)(=[O:36])[c:37]1[cH:38][cH:39][cH:40][cH:41][cH:42]1.[C:43]([Cl:44])([Cl:45])([Cl:46])[Cl:47].[CH3:1][c:2]1[cH:3][n:4]2[c:5]([n:6][cH:7][c:8]([C:11](=[O:12])[O:13][CH2:14][CH3:15])[c:9]2=[O:10])[s:16]1.[O:17]=[C:18]1[N:19]([Br:24])[C:20](=[O:21])[CH2:22][CH2:23]1>>[CH2:1]([c:2]1[cH:3][n:4]2[c:5]([n:6][cH:7][c:8]([C:11](=[O:12])[O:13][CH2:14][CH3:15])[c:9]2=[O:10])[s:16]1)[Br:24]. Yields the product CCOC(=O)c1cnc2sc(CBr)cn2c1=O.